This data is from the Open Reaction Database (ORD), a public repository of structured organic reaction records. The task is: describe an organic reaction: reactants, conditions, products, and yield The reactants are [Al+3], CN(C)S(=O)(=O)n1cnc(C(=O)c2c(Cl)cc(Cl)cc2Cl)c1, [H-], [H-], [H-], [H-], [Li+], [Na+], C1CCOC1, [OH-], O. Yields the product CN(C)S(=O)(=O)n1cnc(C(O)c2c(Cl)cc(Cl)cc2Cl)c1. As a reaction SMILES: [Al+3:24].[CH3:1][N:2]([S:3](=[O:4])(=[O:5])[n:6]1[cH:7][n:8][c:9]([C:11]([c:12]2[c:13]([Cl:20])[cH:14][c:15]([Cl:19])[cH:16][c:17]2[Cl:18])=[O:21])[cH:10]1)[CH3:22].[H-:23].[H-:26].[H-:27].[H-:28].[Li+:25].[Na+:31].[O:32]1[CH2:33][CH2:34][CH2:35][CH2:36]1.[OH-:30].[OH2:29]>>[CH3:1][N:2]([S:3](=[O:4])(=[O:5])[n:6]1[cH:7][n:8][c:9]([CH:11]([c:12]2[c:13]([Cl:20])[cH:14][c:15]([Cl:19])[cH:16][c:17]2[Cl:18])[OH:21])[cH:10]1)[CH3:22]. The reactants are C(C)(=O)N1C(C(C2=CC(=CC=C12)[N+](=O)[O-])=C(C1=CC=CC=C1)OCC)=O (1-acetyl-3-(1-ethoxy-1-phenyl-methylidene)-5-nitro-2-indolinone), CN1CCN(CC1)CC(=O)NC1=CC=C(N)C=C1 (4-(4-methylpiperazinomethylcarbonylamino)-aniline), [OH-].[Na+] (sodium hydroxide). Run in CN(C)C=O (DMF), CO (methanol). Product: CN1CCN(CC1)CC(=O)NC1=CC=C(C=C1)N\C(\C1=CC=CC=C1)=C\1/C(NC2=CC=C(C=C12)[N+](=O)[O-])=O ((Z)-3-{1-[4-(4-methylpiperazinomethylcarbonylamino)-phenylami-no]-1-phenyl-methylidene}-5-nitro-2-indolinone). RXN SMILES: C([N:4]1[C:12]2[C:7](=[CH:8][C:9]([N+:13]([O-:15])=[O:14])=[CH:10][CH:11]=2)[C:6](=[C:16](OCC)[C:17]2[CH:22]=[CH:21][CH:20]=[CH:19][CH:18]=2)[C:5]1=[O:26])(=O)C.[CH3:27][N:28]1[CH2:33][CH2:32][N:31]([CH2:34][C:35]([NH:37][C:38]2[CH:44]=[CH:43][C:41]([NH2:42])=[CH:40][CH:39]=2)=[O:36])[CH2:30][CH2:29]1.[OH-].[Na+]>CN(C=O)C.CO>[CH3:27][N:28]1[CH2:29][CH2:30][N:31]([CH2:34][C:35]([NH:37][C:38]2[CH:44]=[CH:43][C:41]([NH:42]/[C:16](=[C:6]3\[C:5](=[O:26])[NH:4][C:12]4[C:7]\3=[CH:8][C:9]([N+:13]([O-:15])=[O:14])=[CH:10][CH:11]=4)/[C:17]3[CH:18]=[CH:19][CH:20]=[CH:21][CH:22]=3)=[CH:40][CH:39]=2)=[O:36])[CH2:32][CH2:33]1 |f:2.3|. Procedure details: Prepared analogously to Example 82 from 1-acetyl-3-(1-ethoxy-1-phenyl-methylidene)-5-nitro-2-indolinone and 4-(4-methylpiperazinomethylcarbonylamino)-aniline in DMF and subsequent treatment with sodium hydroxide solution in methanol. Reactants: C(C)(=O)O[BH-](OC(C)=O)OC(C)=O.[Na+] (Sodium triacetoxyborohydride), NC[C@H]1CN(CC1)C[C@@H]1CN2C(C=CC=3C=CC(N1C23)=O)=O ((1R)-1-{[(3S)-3-(aminomethyl)-1-pyrrolidinyl]methyl}-1,2-dihydro-4H,9H-imidazo[1,2,3-ij]-1,8-naphthyridine-4,9-dione), S1COC=2C=NC(=CC21)C=O ([1,3]oxathiolo[5,4-c]pyridine-6-carbaldehyde), C(Cl)Cl (DCM), S(=O)(=O)([O-])[O-].[Na+].[Na+] (sodium sulfate). The solvent is CO.C(Cl)Cl (MeOH DCM), CO (methanol). Run at time 8 hour. Yields the product Cl.Cl.S1COC=2C=NC(=CC21)CNC[C@H]2CN(CC2)C[C@@H]2CN1C(C=CC=3C=CC(N2C13)=O)=O ((1R)-1-[((3S)-3-{[([1,3]Oxathiolo[5,4-c]pyridin-6-ylmethyl)amino]methyl}-1-pyrrolidinyl)methyl]-1,2-dihydro-4H,9H-imidazo[1,2,3-ij]-1,8-naphthyridine-4,9-dione dihydrochloride). As a reaction SMILES: [NH2:1][CH2:2][C@@H:3]1[CH2:7][CH2:6][N:5]([CH2:8][C@H:9]2[N:19]3[C:20]4[N:11]([C:12](=[O:22])[CH:13]=[CH:14][C:15]=4[CH:16]=[CH:17][C:18]3=[O:21])[CH2:10]2)[CH2:4]1.[S:23]1[C:31]2[CH:30]=[C:29]([CH:32]=O)[N:28]=[CH:27][C:26]=2[O:25][CH2:24]1.S([O-])([O-])(=O)=O.[Na+].[Na+].C(O[BH-](OC(=O)C)OC(=O)C)(=O)C.[Na+].C(Cl)[Cl:56]>CO.CO.C(Cl)Cl>[ClH:56].[ClH:56].[S:23]1[C:31]2[CH:30]=[C:29]([CH2:32][NH:1][CH2:2][C@@H:3]3[CH2:7][CH2:6][N:5]([CH2:8][C@H:9]4[N:19]5[C:20]6[N:11]([C:12](=[O:22])[CH:13]=[CH:14][C:15]=6[CH:16]=[CH:17][C:18]5=[O:21])[CH2:10]4)[CH2:4]3)[N:28]=[CH:27][C:26]=2[O:25][CH2:24]1 |f:2.3.4,5.6,9.10,11.12.13|. Procedure: To a 10 mL round-bottomed flask were added (1R)-1-{[(3S)-3-(aminomethyl)-1-pyrrolidinyl]methyl}-1,2-dihydro-4H,9H-imidazo[1,2,3-ij]-1,8-naphthyridine-4,9-dione (60 mg, 0.200 mmol), [1,3]oxathiolo[5,4-c]pyridine-6-carbaldehyde (33.4 mg, 0.200 mmol) (for a synthesis see WO2004058144 Example 61), and sodium sulfate (250 mg, 1.760 mmol) in DCM (4 ml) and methanol (1.00 ml) to give an orange suspension. The reaction was stirred overnight under nitrogen. Sodium triacetoxyborohydride (85 mg, 0.400 mmol... Reactants: [N+](=O)([O-])C=1C=C(C=CC1)S(=O)(=O)Cl (3-nitrobenzenesulfonyl chloride), C1(=CC=CC=C1)C(=O)C(O)C1=CC=CC=C1 (benzoin), sulfonate. Solvent: C(C)C(=O)C (methyl ethyl ketone), [OH-].[Na+] (NaOH). Product: [N+](=O)([O-])C=1C=C(C=CC1)S(=O)(=O)O.C1(=CC=CC=C1)C(=O)C(O)C1=CC=CC=C1 (Benzoin m-nitrobenzenesulfonate). As a reaction SMILES: [N+:1]([C:4]1[CH:5]=[C:6]([S:10](Cl)(=[O:12])=[O:11])[CH:7]=[CH:8][CH:9]=1)([O-:3])=[O:2].[C:14]1([C:20]([CH:22]([C:24]2[CH:29]=[CH:28][CH:27]=[CH:26][CH:25]=2)[OH:23])=[O:21])[CH:19]=[CH:18][CH:17]=[CH:16][CH:15]=1>C(C(C)=O)C.[OH-].[Na+]>[N+:1]([C:4]1[CH:5]=[C:6]([S:10]([OH:12])(=[O:21])=[O:11])[CH:7]=[CH:8][CH:9]=1)([O-:3])=[O:2].[C:14]1([C:20]([CH:22]([C:24]2[CH:29]=[CH:28][CH:27]=[CH:26][CH:25]=2)[OH:23])=[O:21])[CH:15]=[CH:16][CH:17]=[CH:18][CH:19]=1 |f:3.4,5.6|. Reported procedure: In accordance with the procedure of Example 2, 3-nitrobenzenesulfonyl chloride is reacted with benzoin in methyl ethyl ketone and aqueous NaOH. The resultant sulfonate melts at 92°-96° C. Starting materials: Oc1cc(Br)ccc1F, Cn1ncnc1CO, CC(=O)O, CC(C)OC(=O)N=NC(=O)OC(C)C, C1CCOC1, c1ccc(P(c2ccccc2)c2ccccc2)cc1. Product: Cn1ncnc1COc1cc(Br)ccc1F. Reaction SMILES: [Br:1][c:2]1[cH:3][cH:4][c:5]([F:9])[c:6]([OH:8])[cH:7]1.[CH3:10][n:11]1[n:12][cH:13][n:14][c:15]1[CH2:16][OH:17].[CH3:56][C:57](=[O:58])[OH:59].[O:37]=[C:38]([O:39][CH:40]([CH3:41])[CH3:42])[N:43]=[N:44][C:45]([O:46][CH:47]([CH3:48])[CH3:49])=[O:50].[O:51]1[CH2:52][CH2:53][CH2:54][CH2:55]1.[c:18]1([P:19]([c:20]2[cH:21][cH:22][cH:23][cH:24][cH:25]2)[c:26]2[cH:27][cH:28][cH:29][cH:30][cH:31]2)[cH:32][cH:33][cH:34][cH:35][cH:36]1>>[Br:1][c:2]1[cH:3][cH:4][c:5]([F:9])[c:6]([O:8][CH2:16][c:15]2[n:11]([CH3:10])[n:12][cH:13][n:14]2)[cH:7]1. Starting materials: FC(C(=O)C1=CC(=CC=C1)C)(C(F)F)F (2,2,3,3-tetrafluoro-1-(3-methylphenyl)propane-1-one), [BH4-].[Na+] (sodium borohydride). The solvent is O (water), CO (methanol). Run at time 1 hour. Yields the product FC(C(O)C1=CC(=CC=C1)C)(C(F)F)F (2,2,3,3-tetrafluoro-1-(3-methylphenyl)propan-1-ol). RXN SMILES: [F:1][C:2]([F:15])([CH:12]([F:14])[F:13])[C:3]([C:5]1[CH:10]=[CH:9][CH:8]=[C:7]([CH3:11])[CH:6]=1)=[O:4].[BH4-].[Na+]>CO.O>[F:1][C:2]([F:15])([CH:12]([F:13])[F:14])[CH:3]([C:5]1[CH:10]=[CH:9][CH:8]=[C:7]([CH3:11])[CH:6]=1)[OH:4] |f:1.2|. Reported procedure: To a solution of 2,2,3,3-tetrafluoro-1-(3-methylphenyl)propane-1-one (9.11 g, 41.4 mmol) in methanol (50 ml) was added sodium borohydride (0.76 g, 20 mmol) by small portions under ice-cooling and the mixture was stirred at room temperature for 1 hr. The reaction solution was diluted with water, and extracted twice with ethyl acetate. The recovered organic layer was dried over anhydrous sodium sulfate and the solvent was evaporated under reduced pressure. The residue was purified by silica gel co... As a reaction SMILES: O[CH:2]([NH:7][C:8](=[O:16])[C:9]1[CH:14]=[CH:13][CH:12]=[CH:11][C:10]=1[OH:15])[C:3]([Cl:6])([Cl:5])[Cl:4].S(Cl)([Cl:19])=O>CN(C)C=O.ClCCl>[Cl:19][CH:2]([NH:7][C:8](=[O:16])[C:9]1[CH:14]=[CH:13][CH:12]=[CH:11][C:10]=1[OH:15])[C:3]([Cl:6])([Cl:5])[Cl:4]. Reactants: OC(C(Cl)(Cl)Cl)NC(C1=C(C=CC=C1)O)=O (N-(1-hydroxy-2,2,2-trichloroethyl)-2-hydroxybenzamide), S(=O)(Cl)Cl (thionyl chloride). The solvent is ClCCl (dichloromethane). Yields the product ClC(C(Cl)(Cl)Cl)NC(C1=C(C=CC=C1)O)=O (N-(1,2,2,2-tetrachloroethyl)-2-hydroxybenzamide). The reagents and catalysts are CN(C=O)C (N,N-dimethylformamide). Yield: 99.9%. Procedure details: To 14.2 g of N-(1-hydroxy-2,2,2-trichloroethyl)-2-hydroxybenzamide were added 100 ml of dichloromethane, 0.1 g of N,N-dimethylformamide and 7.2 g of thionyl chloride, and the reaction was effected while stirring under reflux for three hours. Excess thionyl chloride was distilled off together with the solvent under reduced pressure to obtain 15.1 g of N-(1,2,2,2-tetrachloroethyl)-2-hydroxybenzamide.